From a dataset of the Open Reaction Database (ORD), a public repository of structured organic reaction records. describe an organic reaction: reactants, conditions, products, and yield RXN SMILES: [CH2:1]([C:5]1[CH:18]=[CH:17][C:8]([CH2:9][CH:10]2[S:14][C:13](=N)[NH:12][C:11]2=[O:16])=[CH:7][CH:6]=1)[C:2]([CH3:4])=[O:3].C[O:20]CCO>Cl.O>[CH2:1]([C:5]1[CH:18]=[CH:17][C:8]([CH2:9][CH:10]2[S:14][C:13](=[O:20])[NH:12][C:11]2=[O:16])=[CH:7][CH:6]=1)[C:2]([CH3:4])=[O:3]. The solvent is O (water), Cl (HCl). The reactants are C(C(=O)C)C1=CC=C(CC2C(NC(S2)=N)=O)C=C1 (5-(4-Acetonylbenzyl)-2-iminothiazolidine-4-one), COCCO (2-methoxyethanol). Reported procedure: 5-(4-Acetonylbenzyl)-2-iminothiazolidine-4-one (1g) was heated under reflux in a mixture of 2-methoxyethanol 20 ml and 2N HCl (5 ml) for 8 h. The cooled mixture was diluted with water and the resulting precipitate filtered and dried under vacuum to give 5-(4-acetonylbenzyl)thiazolidine-2,4-dione as a white solid, mp 133°-135° C. Product: C(C(=O)C)C1=CC=C(CC2C(NC(S2)=O)=O)C=C1 (5-(4-acetonylbenzyl)thiazolidine-2,4-dione). The reactants are O=C([O-])[O-], CCOC(Cc1ccc(O)cc1C)C(=O)OC, CC(C)=O, Cc1ccccc1-c1nc(CCl)c(C)o1, [Cs+], [Cs+], [I-], [K+]. Yields the product CCOC(Cc1ccc(OCc2nc(-c3ccccc3C)oc2C)cc1C)C(=O)OC. As a reaction SMILES: [C:33](=[O:34])([O-:35])[O-:36].[CH3:1][O:2][C:3]([CH:4]([CH2:5][c:6]1[c:7]([CH3:13])[cH:8][c:9]([OH:12])[cH:10][cH:11]1)[O:14][CH2:15][CH3:16])=[O:17].[CH3:41][C:42](=[O:43])[CH3:44].[Cl:18][CH2:19][c:20]1[n:21][c:22](-[c:26]2[c:27]([CH3:32])[cH:28][cH:29][cH:30][cH:31]2)[o:23][c:24]1[CH3:25].[Cs+:37].[Cs+:38].[I-:40].[K+:39]>>[CH3:1][O:2][C:3]([CH:4]([CH2:5][c:6]1[c:7]([CH3:13])[cH:8][c:9]([O:12][CH2:19][c:20]2[n:21][c:22](-[c:26]3[c:27]([CH3:32])[cH:28][cH:29][cH:30][cH:31]3)[o:23][c:24]2[CH3:25])[cH:10][cH:11]1)[O:14][CH2:15][CH3:16])=[O:17].